Dataset: the Open Reaction Database (ORD), a public repository of structured organic reaction records. Task: describe an organic reaction: reactants, conditions, products, and yield The reactants are OC=1C=CC=CC1. Reagents/catalysts: N=1C=CC(=CC1C=2N=CC=C(C2)C(C)(C)C)C(C)(C)C, N(CC)(CC)CC, OC(C)(C)C(O)(C)C, O1B(OCC1)B2OCCO2, C[OH2+].C[OH2+].C1CC=CCCC=C1.C1CC=CCCC=C1.[Ir].[Ir]. The solvent is ClC(Cl)Cl, C=1C=CC(=CC1)C. Conditions: temperature 80 celsius, time 2 hour. Product: OC=1C=CC=CC1B2OC(C)(C)C(O2)(C)C. Yield: 65.0%. The reactants are C(#C)C=1C(=NOC1C)C1=CC=CC=C1 (4-ethynyl-5-methyl-3-phenyl-isoxazole), ClC=1C(=NC=CC1)I (3-chloro-2-iodopyridine). The product is ClC=1C(=NC=CC1)C#CC=1C(=NOC1C)C1=CC=CC=C1 (3-Chloro-2-(5-methyl-3-phenyl-isoxazol-4-ylethynyl)-pyridine). Yield: 78.0%. As a reaction SMILES: [C:1]([C:3]1[C:4]([C:9]2[CH:14]=[CH:13][CH:12]=[CH:11][CH:10]=2)=[N:5][O:6][C:7]=1[CH3:8])#[CH:2].[Cl:15][C:16]1[C:17](I)=[N:18][CH:19]=[CH:20][CH:21]=1>>[Cl:15][C:16]1[C:17]([C:2]#[C:1][C:3]2[C:4]([C:9]3[CH:14]=[CH:13][CH:12]=[CH:11][CH:10]=3)=[N:5][O:6][C:7]=2[CH3:8])=[N:18][CH:19]=[CH:20][CH:21]=1. Procedure details: As described for example 11c, 4-ethynyl-5-methyl-3-phenyl-isoxazole (64 mg, 0.35 mmol) was converted [using 3-chloro-2-iodopyridine (prepared according to Eur. J. Org. Chem. (24), 4181, 2002) instead of 2-chloro-4-iodopyridine] to the title compound (SiO2, heptane:ethyl acetate=95:5 to 0:100, 81 mg, 78%) which was obtained as a light yellow solid. MS: m/e=295.2/297.3 [M+H]+.